From a dataset of the Open Reaction Database (ORD), a public repository of structured organic reaction records. describe an organic reaction: reactants, conditions, products, and yield Starting materials: COC(C(C(=C)NC(C1=C(C=CC=C1)OC)=O)C(C)C)=O (2-isopropyl-3-(2-methoxy-benzoylamino)but-3-enoic acid methyl ester), Cl (HCl), C1(=CC=CC=C1)[Mg]Br (Phenyl magnesium bromide), FC=1C=C(CCN)C=CC1 (3-fluoro-phenethyl amine). The solvent is C1(=CC=CC=C1)C (toluene), C(C)(=O)OCC (ethyl acetate). Reaction conditions: temperature 20 celsius, time 10 minute. The product is FC=1C=C(C=CC1)CCN1C(=NC(=C(C1=O)C(C)C)C)C1=C(C=CC=C1)OC (3-[2-(3-fluoro-phenyl)-ethyl]-5-isopropyl-2-(2-methoxy-phenyl)-6-methyl-3H-pyrimidin-4-one). Yield: 46.0%. RXN SMILES: C1([Mg]Br)C=CC=CC=1.[F:9][C:10]1[CH:11]=[C:12]([CH:16]=[CH:17][CH:18]=1)[CH2:13][CH2:14][NH2:15].C[O:20][C:21](=O)[CH:22]([CH:36]([CH3:38])[CH3:37])[C:23]([NH:25][C:26](=O)[C:27]1[CH:32]=[CH:31][CH:30]=[CH:29][C:28]=1[O:33][CH3:34])=[CH2:24].Cl>C1(C)C=CC=CC=1.C(OCC)(=O)C>[F:9][C:10]1[CH:11]=[C:12]([CH2:13][CH2:14][N:15]2[C:21](=[O:20])[C:22]([CH:36]([CH3:37])[CH3:38])=[C:23]([CH3:24])[N:25]=[C:26]2[C:27]2[CH:32]=[CH:31][CH:30]=[CH:29][C:28]=2[O:33][CH3:34])[CH:16]=[CH:17][CH:18]=1. Procedure details: Phenyl magnesium bromide (1M solution in THF, 0.0021 mol) was added to a solution of 3-fluoro-phenethyl amine (0.27 mL, 0.0021 mol) in anhydrous toluene (20 mL). After stirring the mixture at 20° C. for 10 min, 2-isopropyl-3-(2-methoxy-benzoylamino)-but-3-enoic acid methyl ester of step (b) above in this method (Method B of Example 13) (0.05 g, 0.0017 mol) was added. The mixture was refluxed for 10 hours, cooled and ethyl acetate (50 mL) was added followed by 1N HCl (50 mL). The organic layer wa... Reactants: COC=1C=C(C=CC1)N1CCN(CC1)C1=CC=C(C=C1)S(=O)(=O)N[C@H](C(=O)O)CC1=CC=CC=C1 ((S)-2-{4-[4-(3-methoxy-phenyl)-piperazin-1-yl]-benzenesulfonylamino}-3-phenyl-propionic acid), solution, B(Br)(Br)Br (boron tribromide). Run in O (water), ClCCl (dichloromethane), ClCCl (dichloromethane). Conditions: temperature -78 celsius, time 15 minute. Yields the product Br.OC=1C=C(C=CC1)N1CCN(CC1)C1=CC=C(C=C1)S(=O)(=O)N[C@H](C(=O)O)CC1=CC=CC=C1 ((S)-2-{4-[-4-(3-Hydroxy-phenyl)-piperazin-1-yl]-benzenesulfonylamino}-3-phenyl-propionic acid hydrobromide). Reaction SMILES: C[O:2][C:3]1[CH:4]=[C:5]([N:9]2[CH2:14][CH2:13][N:12]([C:15]3[CH:20]=[CH:19][C:18]([S:21]([NH:24][C@@H:25]([CH2:29][C:30]4[CH:35]=[CH:34][CH:33]=[CH:32][CH:31]=4)[C:26]([OH:28])=[O:27])(=[O:23])=[O:22])=[CH:17][CH:16]=3)[CH2:11][CH2:10]2)[CH:6]=[CH:7][CH:8]=1.B(Br)(Br)[Br:37]>ClCCl.O>[BrH:37].[OH:2][C:3]1[CH:4]=[C:5]([N:9]2[CH2:10][CH2:11][N:12]([C:15]3[CH:16]=[CH:17][C:18]([S:21]([NH:24][C@@H:25]([CH2:29][C:30]4[CH:31]=[CH:32][CH:33]=[CH:34][CH:35]=4)[C:26]([OH:28])=[O:27])(=[O:22])=[O:23])=[CH:19][CH:20]=3)[CH2:13][CH2:14]2)[CH:6]=[CH:7][CH:8]=1 |f:4.5|. Procedure details: To a stirred suspension of (S)-2-{4-[4-(3-methoxy-phenyl)-piperazin-1-yl]-benzenesulfonylamino}-3-phenyl-propionic acid (0.103 g, 0.000208 mol) in dichloromethane (2 mL) at −78° C. under nitrogen was added dropwise a 1.0 M solution of boron tribromide in dichloromethane (1.0 mL, 0.0010 mol). The mixture was stirred for 15 minutes at −78° C. and then allowed to warm to +3° C. After 6 hours, the reaction mixture was diluted with water. The resulting suspension was stirred overnight. The solids wer...